Dataset: the Open Reaction Database (ORD), a public repository of structured organic reaction records. Task: describe an organic reaction: reactants, conditions, products, and yield Starting materials: CN(C)C=O, COCCOc1cc2nccc(Cl)c2cc1C(=O)OC, [H-], Nc1ccc(O)cc1Cl, [Na+], O. Yields the product COCCOc1cc2nccc(Oc3ccc(N)c(Cl)c3)c2cc1C(=O)OC. Reaction SMILES: [CH3:32][N:33]([CH3:34])[CH:35]=[O:36].[Cl:1][c:2]1[cH:3][cH:4][n:5][c:6]2[cH:7][c:8]([O:16][CH2:17][CH2:18][O:19][CH3:20])[c:9]([C:12](=[O:13])[O:14][CH3:15])[cH:10][c:11]12.[H-:30].[NH2:21][c:22]1[c:23]([Cl:29])[cH:24][c:25]([OH:28])[cH:26][cH:27]1.[Na+:31].[OH2:37]>>[c:2]1([O:28][c:25]2[cH:24][c:23]([Cl:29])[c:22]([NH2:21])[cH:27][cH:26]2)[cH:3][cH:4][n:5][c:6]2[cH:7][c:8]([O:16][CH2:17][CH2:18][O:19][CH3:20])[c:9]([C:12](=[O:13])[O:14][CH3:15])[cH:10][c:11]12. Reactants: CCN(C(C)C)C(C)C, Cc1c(CCl)sc2c(=O)c(C(=O)NCc3ccc(Cl)cc3)cn(C)c12, CNCC(O)c1cccc(N)c1, CN(C)C=O. Yields the product Cc1c(CN(C)CC(O)c2cccc(N)c2)sc2c(=O)c(C(=O)NCc3ccc(Cl)cc3)cn(C)c12. Reaction SMILES: [CH:38]([N:39]([CH:40]([CH3:41])[CH3:42])[CH2:43][CH3:44])([CH3:45])[CH3:46].[Cl:1][c:2]1[cH:3][cH:4][c:5]([CH2:6][NH:7][C:8](=[O:9])[c:10]2[c:11](=[O:23])[c:12]3[c:13]([n:14]([CH3:16])[cH:15]2)[c:17]([CH3:22])[c:18]([CH2:20][Cl:21])[s:19]3)[cH:24][cH:25]1.[NH2:26][c:27]1[cH:28][c:29]([CH:33]([CH2:34][NH:35][CH3:36])[OH:37])[cH:30][cH:31][cH:32]1.[O:47]=[CH:48][N:49]([CH3:50])[CH3:51]>>[Cl:1][c:2]1[cH:3][cH:4][c:5]([CH2:6][NH:7][C:8](=[O:9])[c:10]2[c:11](=[O:23])[c:12]3[c:13]([n:14]([CH3:16])[cH:15]2)[c:17]([CH3:22])[c:18]([CH2:20][N:35]([CH2:34][CH:33]([c:29]2[cH:28][c:27]([NH2:26])[cH:32][cH:31][cH:30]2)[OH:37])[CH3:36])[s:19]3)[cH:24][cH:25]1.